Dataset: the Open Reaction Database (ORD), a public repository of structured organic reaction records. Task: describe an organic reaction: reactants, conditions, products, and yield Starting materials: Cl.NN1C(NN=C(C1)C)=O (4-amino-6-methyl-3-oxo-2,3,4,5-tetrahydro-1,2,4-triazine hydrochloride), CC=1CN(C(NN1)=O)NC(C)=O (6-methyl-4-acetylamino-4,5-dihydro-1,2,4-triazin-3-(2H)-one), CO (methanol), Cl (HCl), Cl (HCl). Reaction conditions: temperature 45 celsius, time 2 hour. The product is NN1C(NN=C(C1)C)=O.NC=1C(NN=NC1)=O (aminotriazinone 4-amino-6-methyl-3-oxo-2,3,4,5-tetrahydro-1,2,4-triazine). Isolated yield 99.2%. As a reaction SMILES: [CH3:1][C:2]1[CH2:3][N:4]([NH:9]C(=O)C)[C:5](=[O:8])[NH:6][N:7]=1.Cl.Cl.[NH2:15][N:16]1[CH2:21][C:20](C)=[N:19]NC1=O.[CH3:24][OH:25]>>[NH2:9][N:4]1[CH2:3][C:2]([CH3:1])=[N:7][NH:6][C:5]1=[O:8].[NH2:15][C:16]1[C:24](=[O:25])[NH:4][N:19]=[N:20][CH:21]=1 |f:2.3,5.6|. Reported procedure: A suspension is prepared of 39.9 g (0.234 mol) 6-methyl-4-acetylamino-4,5-dihydro-1,2,4-triazin-3-(2H)-one in 99 g 95% methanol. The suspension is heated to 45° C. and becomes a clear colourless solution. At between 45° and 50° C. a total of 15.4 g (0.421 mol) HCl are bubbled through this solution over a 2 to 3 hour period. After about 30% of the HCl has been added the reaction mixture is seeded with 4-amino-6-methyl-3-oxo-2,3,4,5-tetrahydro-1,2,4-triazine hydrochloride. Thereafter 4-amino-6-met... Reactants: NC=1C=C(C=NC1)C(=O)C1=CN(C=2N=CN=CC21)C(CO[Si](C)(C)C(C)(C)C)(C)C ((5-aminopyridin-3-yl)[7-(2-{[tert-butyl(dimethyl)silyl]oxy}-1,1-dimethylethyl)-7H-pyrrolo[2,3-d]pyrimidin-5-yl]methanone), C(#N)C1=CC=C(C=C1)CC(=O)O (4-cyanophenylacetic acid), CCN(C(C)C)C(C)C (DIPEA). The product is [Si](C)(C)(C(C)(C)C)OCC(C)(C)N1C=C(C2=C1N=CN=C2)C(=O)C=2C=C(C=NC2)NC(CC2=CC=C(C=C2)C#N)=O (N-(5-{[7-(2-{[tert-butyl(dimethyl)silyl]oxy}-1,1-dimethylethyl)-7H-pyrrolo[2,3-d]pyrimidin-5-yl]carbonyl}pyridin-3-yl)-2-(4-cyanophenyl)acetamide). RXN SMILES: [NH2:1][C:2]1[CH:3]=[C:4]([C:8]([C:10]2[C:18]3[CH:17]=[N:16][CH:15]=[N:14][C:13]=3[N:12]([C:19]([CH3:30])([CH3:29])[CH2:20][O:21][Si:22]([C:25]([CH3:28])([CH3:27])[CH3:26])([CH3:24])[CH3:23])[CH:11]=2)=[O:9])[CH:5]=[N:6][CH:7]=1.[C:31]([C:33]1[CH:38]=[CH:37][C:36]([CH2:39][C:40](O)=[O:41])=[CH:35][CH:34]=1)#[N:32].CCN(C(C)C)C(C)C>>[Si:22]([O:21][CH2:20][C:19]([N:12]1[C:13]2[N:14]=[CH:15][N:16]=[CH:17][C:18]=2[C:10]([C:8]([C:4]2[CH:3]=[C:2]([NH:1][C:40](=[O:41])[CH2:39][C:36]3[CH:37]=[CH:38][C:33]([C:31]#[N:32])=[CH:34][CH:35]=3)[CH:7]=[N:6][CH:5]=2)=[O:9])=[CH:11]1)([CH3:30])[CH3:29])([C:25]([CH3:28])([CH3:27])[CH3:26])([CH3:23])[CH3:24]. Procedure details: Prepared according to the method described for Example 1 using (5-aminopyridin-3-yl)[7-(2-{[tert-butyl(dimethyl)silyl]oxy}-1,1-dimethylethyl)-7H-pyrrolo[2,3-d]pyrimidin-5-yl]methanone (Preparation 38), and 4-cyanophenylacetic acid with DIPEA. Reactants: CCO, CC(=O)Nc1ccc([N+](=O)[O-])cc1C(C)C, Cl. Yields the product CC(C)c1cc([N+](=O)[O-])ccc1N. Reaction SMILES: [CH3:18][CH2:19][OH:20].[CH:1]([CH3:2])([CH3:3])[c:4]1[c:5]([NH:13][C:14](=[O:15])[CH3:16])[cH:6][cH:7][c:8]([N+:10](=[O:11])[O-:12])[cH:9]1.[ClH:17]>>[CH:1]([CH3:2])([CH3:3])[c:4]1[c:5]([NH2:13])[cH:6][cH:7][c:8]([N+:10](=[O:11])[O-:12])[cH:9]1. Reactants: [BH4-], O=C(Cl)C(=O)Cl, CC1(C)CC(=O)c2c(C(=O)O)coc2C1, CCOC(C)=O, CC(=O)O, ClCCl, [Na+], [Na+], O=C([O-])O, CN(C)C=O. Product: CC1(C)CC(=O)c2c(CO)coc2C1. As a reaction SMILES: [BH4-:22].[C:16]([Cl:17])(=[O:18])[C:19]([Cl:20])=[O:21].[CH3:1][C:2]1([CH3:15])[CH2:3][c:4]2[c:5]([c:6]([C:9](=[O:10])[OH:11])[cH:7][o:8]2)[C:12](=[O:14])[CH2:13]1.[CH3:37][CH2:38][O:39][C:40](=[O:41])[CH3:42].[CH3:43][C:44](=[O:45])[OH:46].[Cl:29][CH2:30][Cl:31].[Na+:23].[Na+:28].[O-:24][C:25]([OH:26])=[O:27].[O:32]=[CH:33][N:34]([CH3:35])[CH3:36]>>[CH3:1][C:2]1([CH3:15])[CH2:3][c:4]2[c:5]([c:6]([CH2:9][OH:10])[cH:7][o:8]2)[C:12](=[O:14])[CH2:13]1. The reactants are C(C1=CC=CC=C1)=O (benzaldehyde), NC=1C=C2CCCN(C2=CC1)C(CCC1=CC=C(C=C1)C#N)=O (6-amino1-[3-(4-cyano-phenyl)propionyl]-1,2,3,4-tetrahydro-quinoline), C(#N)[BH3-].[Na+] (sodium cyanoborohydride). Solvent: C(C)(=O)O (acetic acid), CO (methanol). Conditions: temperature 0 celsius, time 20 minute. Product: C(#N)C1=CC=C(C=C1)CCC(=O)N1CCCC2=CC(=CC=C12)NCC1=CC=CC=C1 (1-[3-(4-cyano-phenyl)-propionyl]-6-benzylamino-1,2,3,4-tetrahydro-quinoline). Reaction SMILES: [NH2:1][C:2]1[CH:3]=[C:4]2[C:9](=[CH:10][CH:11]=1)[N:8]([C:12](=[O:23])[CH2:13][CH2:14][C:15]1[CH:20]=[CH:19][C:18]([C:21]#[N:22])=[CH:17][CH:16]=1)[CH2:7][CH2:6][CH2:5]2.[CH:24](=O)[C:25]1[CH:30]=[CH:29][CH:28]=[CH:27][CH:26]=1.C([BH3-])#N.[Na+]>CO.C(O)(=O)C>[C:21]([C:18]1[CH:17]=[CH:16][C:15]([CH2:14][CH2:13][C:12]([N:8]2[C:9]3[C:4](=[CH:3][C:2]([NH:1][CH2:24][C:25]4[CH:30]=[CH:29][CH:28]=[CH:27][CH:26]=4)=[CH:11][CH:10]=3)[CH2:5][CH2:6][CH2:7]2)=[O:23])=[CH:20][CH:19]=1)#[N:22] |f:2.3|. Reported procedure: 2.9 g (9.5 mmol) of 6-amino1-[3-(4-cyano-phenyl)propionyl]-1,2,3,4-tetrahydro-quinoline are dissolved in 80 ml of methanol and 0.6 ml of acetic acid, combined with 1.06 g (10 mmol) of benzaldehyde and stirred for 20 minutes at 0° C. Then 0.63 g sodium cyanoborohydride are added in small batches, stirring is continued for half an hour and the mixture is then allowed to warm up to ambient temperature. The solution is then concentrated by rotary evaporation and the residue is taken up in a little i... Reactants: COC=1C=CC2=C(SC(=C2C(=O)C2=CC=C(C=C2)O)C2=CC=C(C=C2)OC)C1 ([6-Methoxy-2-(4-methoxyphenyl)benzo [b]thiophen-3-yl](4-hydroxyphenyl)methanone), N(=NC(=O)OCC)C(=O)OCC (diethyl azodicarboxylate), OCC1OCCC1 (2-hydroxymethyl tetrahydrofuran), C1(=CC=CC=C1)P(C1=CC=CC=C1)C1=CC=CC=C1 (triphenylphosphine). Yields the product COC=1C=CC2=C(SC(=C2C(=O)C2=CC=C(C=C2)OCC2OCCC2)C2=CC=C(C=C2)OC)C1 ([6-Methoxy-2-(4-Methoxyphenyl)benzo[b]thiophen-3-yl][4-([Tetrahydrofuran-2-yl]methoxy)phenyl]methanone). Isolated yield 62.6%. Reaction SMILES: [CH3:1][O:2][C:3]1[CH:4]=[CH:5][C:6]2[C:10]([C:11]([C:13]3[CH:18]=[CH:17][C:16]([OH:19])=[CH:15][CH:14]=3)=[O:12])=[C:9]([C:20]3[CH:25]=[CH:24][C:23]([O:26][CH3:27])=[CH:22][CH:21]=3)[S:8][C:7]=2[CH:28]=1.O[CH2:30][CH:31]1[CH2:35][CH2:34][CH2:33][O:32]1.C1(P(C2C=CC=CC=2)C2C=CC=CC=2)C=CC=CC=1.N(C(OCC)=O)=NC(OCC)=O>>[CH3:1][O:2][C:3]1[CH:4]=[CH:5][C:6]2[C:10]([C:11]([C:13]3[CH:14]=[CH:15][C:16]([O:19][CH2:30][CH:31]4[CH2:35][CH2:34][CH2:33][O:32]4)=[CH:17][CH:18]=3)=[O:12])=[C:9]([C:20]3[CH:25]=[CH:24][C:23]([O:26][CH3:27])=[CH:22][CH:21]=3)[S:8][C:7]=2[CH:28]=1. Procedure details: [6-Methoxy-2-(4-methoxyphenyl)benzo [b]thiophen-3-yl](4-hydroxyphenyl)methanone (390 mg, 1 mmol) and 2-hydroxymethyl tetrahydrofuran (153 mg, 1.50 mmol) were converted to 297 mg of the title compound by the procedure of Example 9 using 393 mg (31.5 mmol) of triphenylphosphine and 0.24 mL (1.5 mmol) of diethyl azodicarboxylate the only differences being that the chromatography eluent was 3:7 ethyl acetate:hexanes. Reactants: [Li]CCCC, C1CCOC1, CS(=O)(=O)OCCOCCCl, CCCCCCC, ClCCl, O, c1ccc2c(c1)CCc1ccccc1N2. Yields the product ClCCOCCN1c2ccccc2CCc2ccccc21. As a reaction SMILES: [CH2:16]([Li:17])[CH2:18][CH2:19][CH3:20].[CH2:33]1[O:34][CH2:35][CH2:36][CH2:37]1.[CH3:21][S:22]([O:23][CH2:26][CH2:27][O:28][CH2:29][CH2:30][Cl:31])(=[O:24])=[O:25].[CH3:41][CH2:42][CH2:43][CH2:44][CH2:45][CH2:46][CH3:47].[Cl:38][CH2:39][Cl:40].[OH2:32].[cH:1]1[cH:2][cH:3][cH:4][c:5]2[c:11]1[CH2:10][CH2:9][c:8]1[c:7]([cH:15][cH:14][cH:13][cH:12]1)[NH:6]2>>[cH:1]1[cH:2][cH:3][cH:4][c:5]2[c:11]1[CH2:10][CH2:9][c:8]1[c:7]([cH:15][cH:14][cH:13][cH:12]1)[N:6]2[CH2:26][CH2:27][O:28][CH2:29][CH2:30][Cl:31].